Dataset: the Open Reaction Database (ORD), a public repository of structured organic reaction records. Task: describe an organic reaction: reactants, conditions, products, and yield The reactants are [BH4-], CO, O=Cc1ccccc1, CN1CCC(c2c[nH]c3ccc(N)nc23)CC1, [Na+]. Yields the product CN1CCC(c2c[nH]c3ccc(NCc4ccccc4)nc23)CC1. Reaction SMILES: [BH4-:26].[CH3:28][OH:29].[CH:18](=[O:19])[c:20]1[cH:21][cH:22][cH:23][cH:24][cH:25]1.[NH2:1][c:2]1[cH:3][cH:4][c:5]2[c:6]([n:7]1)[c:8]([CH:11]1[CH2:12][CH2:13][N:14]([CH3:17])[CH2:15][CH2:16]1)[cH:9][nH:10]2.[Na+:27]>>[NH:1]([c:2]1[cH:3][cH:4][c:5]2[c:6]([n:7]1)[c:8]([CH:11]1[CH2:12][CH2:13][N:14]([CH3:17])[CH2:15][CH2:16]1)[cH:9][nH:10]2)[CH2:18][c:20]1[cH:21][cH:22][cH:23][cH:24][cH:25]1. Reactants: ClC1=C(C=CC(=C1)OCC=1C(=NOC1C(C)C)C1=C(C=CC=C1Cl)Cl)NC(=O)C1=CC=C(C(=O)OC)C=C1 (methyl 4-{[(2-chloro-4-{[3-(2,6-dichlorophenyl)-5-isopropylisoxazol-4-yl]methoxy}phenyl)amino]carbonyl}benzoate), [OH-].[Li+] (lithium hydroxide). Run in O1CCCC1 (tetrahydrofuran). Yields the product ClC1=C(C=CC(=C1)OCC=1C(=NOC1C(C)C)C1=C(C=CC=C1Cl)Cl)NC(=O)C1=CC=C(C(=O)O)C=C1 (4-{[(2-Chloro-4-{[3-(2,6-dichlorophenyl)-5-isopropylisoxazol-4-yl]methoxy}phenyl)amino]carbonyl}benzoic acid). As a reaction SMILES: [Cl:1][C:2]1[CH:7]=[C:6]([O:8][CH2:9][C:10]2[C:11]([C:18]3[C:23]([Cl:24])=[CH:22][CH:21]=[CH:20][C:19]=3[Cl:25])=[N:12][O:13][C:14]=2[CH:15]([CH3:17])[CH3:16])[CH:5]=[CH:4][C:3]=1[NH:26][C:27]([C:29]1[CH:38]=[CH:37][C:32]([C:33]([O:35]C)=[O:34])=[CH:31][CH:30]=1)=[O:28].[OH-].[Li+]>O1CCCC1>[Cl:1][C:2]1[CH:7]=[C:6]([O:8][CH2:9][C:10]2[C:11]([C:18]3[C:19]([Cl:25])=[CH:20][CH:21]=[CH:22][C:23]=3[Cl:24])=[N:12][O:13][C:14]=2[CH:15]([CH3:17])[CH3:16])[CH:5]=[CH:4][C:3]=1[NH:26][C:27]([C:29]1[CH:30]=[CH:31][C:32]([C:33]([OH:35])=[O:34])=[CH:37][CH:38]=1)=[O:28] |f:1.2|. Procedure details: A solution of methyl 4-{[(2-chloro-4-{[3-(2,6-dichlorophenyl)-5-isopropylisoxazol-4-yl]methoxy}phenyl)amino]carbonyl}benzoate (10 mg, 17 μmol) in tetrahydrofuran (150 μL) was stirred vigorously with aqueous lithium hydroxide (104 μL, 0.5M) at ambient temperature for 24 h. The reaction was partitioned with ethyl acetate and then dried over anhydrous sodium sulfate, filtered, and was condensed to a residue. Starting materials: NC1=C(C(=O)N)C(=CC=C1)NCC (2-amino-6-(ethylamino)benzamide), N1=CC=CC=C1 (pyridine), C(C)(=O)OCC(=O)Cl (acetoxyacetyl chloride). Solvent: C(Cl)Cl (methylene chloride). Conditions: time 1 hour. Yields the product C(C)(=O)OCC(=O)NC1=C(C(=O)N)C(=CC=C1)NCC (2-(acetoxyacetylamino)-6-(ethylamino)benzamide). As a reaction SMILES: [NH2:1][C:2]1[CH:10]=[CH:9][CH:8]=[C:7]([NH:11][CH2:12][CH3:13])[C:3]=1[C:4]([NH2:6])=[O:5].N1C=CC=CC=1.[C:20]([O:23][CH2:24][C:25](Cl)=[O:26])(=[O:22])[CH3:21]>C(Cl)Cl>[C:20]([O:23][CH2:24][C:25]([NH:1][C:2]1[CH:10]=[CH:9][CH:8]=[C:7]([NH:11][CH2:12][CH3:13])[C:3]=1[C:4]([NH2:6])=[O:5])=[O:26])(=[O:22])[CH3:21]. Procedure: To a solution of 2-amino-6-(ethylamino)benzamide (3 g) in methylene chloride (100 ml) is added pyridine (3 ml), and thereto is added dropwise acetoxyacetyl chloride (2.0 ml) which is cooled in an ice bath. The mixture is stirred at room temperature for 1 hour, and thereafter, the solvent is distilled off under reduced pressure. The resulting crude crystals are washed with water and ether and then are recrystallized from ethanol to give the title compound (2.5 g) having the following physical pro... The reactants are CO (MeOH), Cl (HCl), C(C1=CC=CC=C1)N[C@@H]1[C@@H](CN(CC1)C(=O)OC(C)(C)C)F ((3R,4S)-tert-butyl 4-(benzylamino)-3-fluoropiperidine-1-carboxylate). Solvent: CCOCC (ether). Reaction conditions: time 5 hour. Yields the product Cl.C(C1=CC=CC=C1)N[C@@H]1[C@@H](CNCC1)F ((3R,4S)—N-benzyl-3-fluoropiperidin-4-amine HCl salt). Isolated yield 91.0%. RXN SMILES: CO.[ClH:3].[CH2:4]([NH:11][C@H:12]1[CH2:17][CH2:16][N:15](C(OC(C)(C)C)=O)[CH2:14][C@H:13]1[F:25])[C:5]1[CH:10]=[CH:9][CH:8]=[CH:7][CH:6]=1>CCOCC>[ClH:3].[CH2:4]([NH:11][C@H:12]1[CH2:17][CH2:16][NH:15][CH2:14][C@H:13]1[F:25])[C:5]1[CH:6]=[CH:7][CH:8]=[CH:9][CH:10]=1 |f:4.5|. Procedure details: MeOH (25 mL) and HCl (4 N in dioxane) (16 ml, 64.00 mmol) were added to a flask charged with (3R,4S)-tert-butyl 4-(benzylamino)-3-fluoropiperidine-1-carboxylate (4 g, 12.97 mmol, prepared according to WO2007/071965 and references described therein) and the suspension was stirred at RT for 5 h. The solution was concentrated under reduced pressure and the white solid obtained was suspended in ether (50 ml) and filtered, dried under high vacuum to give the title product (2.90 g, 91%) (white solid). The reactants are C=1C=CC2=C(C1)N=NN2O (HOBt), CCN=C=NCCCN(C)C.Cl (EDCI hydrochloride), CN1C(N(C(C2=C1N(C=C2CC(=O)O)C)=O)C)=O ((1,3,7-Trimethyl-2,4-dioxo-2,3,4,7-tetrahydro-1H-pyrrolo[2,3-d]pyrimidin-5-yl)acetic acid), FC1=C(C=CC(=C1C(F)(F)F)F)C=1N=C(SC1)N (4-[2,4-difluoro-3-(trifluoromethyl)phenyl]-1,3-thiazol-2-amine). The reagents and catalysts are CN(C)C=1C=CN=CC1 (DMAP). The solvent is ClCCCl (1,2-dichloroethane). Product: FC1=C(C=CC(=C1C(F)(F)F)F)C=1N=C(SC1)NC(CC1=CN(C=2N(C(N(C(C21)=O)C)=O)C)C)=O (N-{4-[2,4-Difluoro-3-(trifluoromethyl)phenyl]-1,3-thiazol-2-yl}-2-(1,3,7-trimethyl-2,4-dioxo-2,3,4,7-tetrahydro-1H-pyrrolo[2,3-d]pyrimidin-5-yl)acetamide), product. As a reaction SMILES: [CH3:1][N:2]1[C:7]2[N:8]([CH3:15])[CH:9]=[C:10]([CH2:11][C:12]([OH:14])=O)[C:6]=2[C:5](=[O:16])[N:4]([CH3:17])[C:3]1=[O:18].[F:19][C:20]1[C:25]([C:26]([F:29])([F:28])[F:27])=[C:24]([F:30])[CH:23]=[CH:22][C:21]=1[C:31]1[N:32]=[C:33]([NH2:36])[S:34][CH:35]=1.CCN=C=NCCCN(C)C.Cl.C1C=CC2N(O)N=NC=2C=1>CN(C1C=CN=CC=1)C.ClCCCl>[F:19][C:20]1[C:25]([C:26]([F:27])([F:28])[F:29])=[C:24]([F:30])[CH:23]=[CH:22][C:21]=1[C:31]1[N:32]=[C:33]([NH:36][C:12](=[O:14])[CH2:11][C:10]2[C:6]3[C:5](=[O:16])[N:4]([CH3:17])[C:3](=[O:18])[N:2]([CH3:1])[C:7]=3[N:8]([CH3:15])[CH:9]=2)[S:34][CH:35]=1 |f:2.3|. Procedure details: The title compound was prepared according to the general procedure (Method B) by coupling Intermediate 7 (100 mg, 0.398 mmol) with 4-[2,4-difluoro-3-(trifluoromethyl)phenyl]-1,3-thiazol-2-amine (111 mg, 0.398 mmol) in the presence of EDCI hydrochloride (91 mg, 0.475 mmol), HOBt (16 mg, 0.118 mmol) and DMAP (4 mg, 0.032 mmol) in 1,2-dichloroethane (5 mL) to give 35 mg of the product as an off white solid; 1H-NMR (δ ppm, DMSO-d6, 300 MHz) 3.21 (s, 3H), 3.73 (s, 3H), 3.81 (s, 3H), 3.95 (s, 2H), 6.3... Reactants: NC(CO)(CO)C (2-amino-2-methylpropane-1,3-diol), ClC=1C=CC(=NC1)NN (5-chloro-2-hydrazinylpyridine), ClC=1C=CC(=NC1)N1N=C(C=2C[C@@H]3[C@H](C12)C3)C(=O)O ((1aR,5aR)-2-(5-Chloropyridin-2-yl)-1a,2,5,5a-tetrahydro-1H-2,3-diaza-cyclopropa[a]pentalene-4-carboxylic acid), [C@@H]12C(CC[C@H]2C1)=O ((1R,5S)-bicyclo[3,1,0]hexan-2-one). Yields the product OCC(C)(C)NC(=O)C=1C=2C[C@@H]3[C@H](C2N(N1)C1=NC=C(C=C1)Cl)C3 ((1aR,5aR)-2-(5-Chloro-pyridin-2-yl)-1a,2,5,5a-tetrahydro-1H-2,3-diaza-cyclopropa[a]pentalene-4-carboxylic Acid (2-Hydroxy-1,1-dimethyl-ethyl)-amide). Reaction SMILES: [NH2:1][C:2]([CH3:7])([CH2:5][OH:6])[CH2:3]O.[Cl:8][C:9]1[CH:10]=[CH:11][C:12]([N:15]2[C:22]3[C@@H:21]4[CH2:23][C@@H:20]4[CH2:19][C:18]=3[C:17]([C:24](O)=[O:25])=[N:16]2)=[N:13][CH:14]=1.[C@@H]12C[C@@H]1CCC2=O.ClC1C=CC(NN)=NC=1>>[OH:6][CH2:5][C:2]([NH:1][C:24]([C:17]1[C:18]2[CH2:19][C@H:20]3[CH2:23][C@H:21]3[C:22]=2[N:15]([C:12]2[CH:11]=[CH:10][C:9]([Cl:8])=[CH:14][N:13]=2)[N:16]=1)=[O:25])([CH3:7])[CH3:3]. Reported procedure: The title compound was prepared in a manner similar to that described in Method G using 2-amino-2-methylpropane-1,3-diol and (1aR,5aR)-2-(5-Chloropyridin-2-yl)-1a,2,5,5a-tetrahydro-1H-2,3-diaza-cyclopropa[a]pentalene-4-carboxylic acid. The aforementioned acid was prepared in a similar method as described in Method A and B using (1R,5S)-bicyclo[3,1,0]hexan-2-one and 5-chloro-2-hydrazinylpyridine. LCMS m/z=347.2 [M+H]+; 1H NMR (400 MHz, CDCl3) δ ppm 0.45 (td, J=4.7, 3.3 Hz, 1H), 1.25 (td, J=8.3, 4... Reactants: CC(=O)OC(C)=O, CC(=O)O, O=[N+]([O-])O, CCOC(=O)c1ccc[n+]([O-])c1C(=O)OCC. Product: CCOC(=O)c1cc([N+](=O)[O-])c[n+]([O-])c1C(=O)OCC. Reaction SMILES: [CH3:1][C:2]([O:3][C:4](=[O:5])[CH3:6])=[O:7].[CH3:29][C:30](=[O:31])[OH:32].[OH:25][N+:26]([O-:27])=[O:28].[n+:8]1([O-:24])[c:9]([C:19](=[O:20])[O:21][CH2:22][CH3:23])[c:10]([C:14](=[O:15])[O:16][CH2:17][CH3:18])[cH:11][cH:12][cH:13]1>>[n+:8]1([O-:24])[c:9]([C:19](=[O:20])[O:21][CH2:22][CH3:23])[c:10]([C:14](=[O:15])[O:16][CH2:17][CH3:18])[cH:11][c:12]([N+:26](=[O:25])[O-:27])[cH:13]1. Reactants: FC(C(=O)O)(F)F.NCCCOC=1C=CN2C(C=C(C=C2C1)C(=O)NC[C@@H](C(=O)O)NS(=O)(=O)C1=CC=CC=C1)=O ((S)-3-{[8-(3-Amino-propoxy)-4-oxo-4H-quinolizine-2-carbonyl]-amino}-2-benzenesulfonylamino-propionic Acid Trifluoroacetic Acid Salt), C(C)(C)(C)OC([C@H](CNC(=O)C=1C=C2C=C(C=CN2C(C1)=O)OCCCCNC(=O)OC(C)(C)C)NS(=O)(=O)C1=CC=CC=C1)=O ((S)-2-benzenesulfonylamino-3-{[8-(4-tert-butoxycarbonylamino-butoxy)-4-oxo-4H-quinolizine-2-carbonyl]-amino}-propionic acid tert-butyl ester), FC(C(=O)O)(F)F (trifluoroacetic acid). Run in ClCCl (dichloromethane). The product is FC(C(=O)O)(F)F.NCCCCOC=1C=CN2C(C=C(C=C2C1)C(=O)NC[C@@H](C(=O)O)NS(=O)(=O)C1=CC=CC=C1)=O ((S)-3-([8-(4-Amino-butoxy)-4-oxo-4H-quinolizine-2-carbonyl]-amino}-2-benzenesulfonylamino-propionic Acid trifluoroacetic Acid Salt). Isolated yield 90.0%. RXN SMILES: [F:1][C:2]([F:7])([F:6])[C:3]([OH:5])=[O:4].NCCCOC1C=CN2C(C=1)=CC(C(NC[C@H](NS(C1C=CC=CC=1)(=O)=O)C(O)=O)=O)=CC2=O.C([O:46][C:47](=[O:87])[C@@H:48]([NH:77][S:78]([C:81]1[CH:86]=[CH:85][CH:84]=[CH:83][CH:82]=1)(=[O:80])=[O:79])[CH2:49][NH:50][C:51]([C:53]1[CH:54]=[C:55]2[N:60]([C:61](=[O:63])[CH:62]=1)[CH:59]=[CH:58][C:57]([O:64][CH2:65][CH2:66][CH2:67][CH2:68][NH:69]C(OC(C)(C)C)=O)=[CH:56]2)=[O:52])(C)(C)C.FC(F)(F)C(O)=O>ClCCl>[F:1][C:2]([F:7])([F:6])[C:3]([OH:5])=[O:4].[NH2:69][CH2:68][CH2:67][CH2:66][CH2:65][O:64][C:57]1[CH:58]=[CH:59][N:60]2[C:55]([CH:56]=1)=[CH:54][C:53]([C:51]([NH:50][CH2:49][C@H:48]([NH:77][S:78]([C:81]1[CH:82]=[CH:83][CH:84]=[CH:85][CH:86]=1)(=[O:80])=[O:79])[C:47]([OH:87])=[O:46])=[O:52])=[CH:62][C:61]2=[O:63] |f:0.1,5.6|. Reported procedure: Using the procedure described for the preparation of compound XXX (step E), (S)-2-benzenesulfonylamino-3-{[8-(4-tert-butoxycarbonylamino-butoxy)-4-oxo-4H-quinolizine-2-carbonyl]-amino}-propionic acid tert-butyl ester (38 mg, 0.058 mmol) was treated with trifluoroacetic acid in dichloromethane to afford compound XXXII (32 mg, 90%) as a yellow solid which was characterized by 1HNMR (400 MHz, CD3OD) δ: 9.06 (1H, d, J=8.0 Hz), 7.86 (2H, dd, J=1.2, 7.7 Hz), 7.46-7.54 (3H, m), 7.23 (1H, d, J=2.5 Hz), ...